describe an organic reaction: reactants, conditions, products, and yield From a dataset of the Open Reaction Database (ORD), a public repository of structured organic reaction records. Starting materials: CC1(CC(N(C2=CC=C(C=C12)C#CC1=CC=C(C(=O)OCC)C=C1)C(C)C)=O)C (ethyl 4-[(4,4-dimethyl-2-oxo-1,2,3,4-tetrahydro-1-iso-propyl-6-quinolinyl)ethynyl]benzoate), CC1(CC(N(C2=CC=C(C=C12)C#CC1=CC=C(C(=O)OCC)C=C1)C(C)C)=O)C (ethyl 4-[(4,4-dimethyl-2-oxo-1,2,3,4-tetrahydro-1-iso-propyl-6-quinolinyl)ethynyl]benzoate), [H-].[Na+] (NaH), CC1(CC(NC2=CC=C(C=C12)C#CC1=CC=C(C(=O)[O-])C=C1)=O)C (4-[(4,4-dimethyl-2-oxo-1,2,3,4-tetrahydro-6-quinolinyl)ethynyl]benzoate), CC1(CC(NC2=CC=C(C=C12)C#CC1=CC=C(C(=O)[O-])C=C1)=O)C (4-[(4,4-dimethyl-2-oxo-1,2,3,4-tetrahydro-6-quinolinyl)ethynyl]benzoate), ICCCCCCC (iodo heptane). Solvent: CN(C)C=O (DMF). The product is CC1(CC(N(C2=CC=C(C=C12)C#CC1=CC=C(C(=O)OCC)C=C1)CCCCCCC)=O)C (Ethyl 4-[(4,4-dimethyl-2-oxo-1,2,3,4-tetrahydro-1-heptyl-6-quinolinyl)ethynyl]benzoate). Reaction SMILES: [H-].[Na+].C[C:4]1(C)[C:13]2C(=CC=C(C#CC3C=CC(C([O-])=O)=CC=3)[CH:12]=2)N[C:6](=O)[CH2:5]1.ICCCCCCC.[CH3:35][C:36]1([CH3:63])[C:45]2[C:40](=[CH:41][CH:42]=[C:43]([C:46]#[C:47][C:48]3[CH:58]=[CH:57][C:51]([C:52]([O:54][CH2:55][CH3:56])=[O:53])=[CH:50][CH:49]=3)[CH:44]=2)[N:39]([CH:59](C)[CH3:60])[C:38](=[O:62])[CH2:37]1>CN(C=O)C>[CH3:63][C:36]1([CH3:35])[C:45]2[C:40](=[CH:41][CH:42]=[C:43]([C:46]#[C:47][C:48]3[CH:58]=[CH:57][C:51]([C:52]([O:54][CH2:55][CH3:56])=[O:53])=[CH:50][CH:49]=3)[CH:44]=2)[N:39]([CH2:59][CH2:60][CH2:6][CH2:5][CH2:4][CH2:13][CH3:12])[C:38](=[O:62])[CH2:37]1 |f:0.1|. Procedure: NaH (98.4 mg, 2.7 mmol), ethyl 4-[(4,4-dimethyl-2-oxo-1,2,3,4-tetrahydro-6-quinolinyl )ethynyl]benzoate (Compound 4, 635 mg, 1.8 mmol) and iodo heptane (2.73 mL, 18 mmol) in 3 mL of DMF were reacted substantially in accordance with the procedure used for the preparation of ethyl 4-[(4,4-dimethyl-2-oxo-1,2,3,4-tetrahydro-1-iso-propyl-6-quinolinyl)ethynyl]benzoate (Compound 5), to give the title compound as white solids. The reactants are CCN=C=NCCCN(C)C, ClC(Cl)Cl, O=C(O)c1nc(Cl)ccc1Cl, Cl, Cc1nsc(N)n1, O, On1nnc2ccccc21. Yields the product Cc1nsc(NC(=O)c2nc(Cl)ccc2Cl)n1. As a reaction SMILES: [CH3:20][N:21]([CH3:22])[CH2:23][CH2:24][CH2:25][N:26]=[C:27]=[N:28][CH2:29][CH3:30].[CH:42]([Cl:43])([Cl:44])[Cl:45].[Cl:31][c:32]1[c:33]([C:39](=[O:40])[OH:41])[n:34][c:35]([Cl:38])[cH:36][cH:37]1.[ClH:19].[NH2:1][c:2]1[n:3][c:4]([CH3:7])[n:5][s:6]1.[OH2:8].[OH:9][n:10]1[c:11]2[cH:12][cH:13][cH:14][cH:15][c:16]2[n:17][n:18]1>>[NH:1]([c:2]1[n:3][c:4]([CH3:7])[n:5][s:6]1)[C:39]([c:33]1[c:32]([Cl:31])[cH:37][cH:36][c:35]([Cl:38])[n:34]1)=[O:40].